This data is from the Open Reaction Database (ORD), a public repository of structured organic reaction records. The task is: describe an organic reaction: reactants, conditions, products, and yield Reactants: CC(=CC[C@@H]1[C@@](O1)(C)[C@H]2[C@@H]([C@@H](CC[C@]23CO3)O)OC)C (fumagillol), aqueous solution, Br (hydrobromic acid), C(O)([O-])=O.[Na+] (sodium hydrogencarbonate). Solvent: C(C)O (ethanol). Conditions: time 1 hour. Product: O1C(C1CC=C(C)C)(C)C1C(CCC(C1OC)O)(O)CBr (2-(1,2-epoxy-1,5-dimethyl-4-hexenyl)-3-methoxy1-bromomethyl-1,4-cyclohexanediol). Yield: 80.0%. Reaction SMILES: [CH3:1][C:2]([CH3:20])=[CH:3][CH2:4][C@H:5]1[O:7][C@@:6]1([C@@H:9]1[C@:14]2([O:16][CH2:15]2)[CH2:13][CH2:12][C@@H:11]([OH:17])[C@H:10]1[O:18][CH3:19])[CH3:8].[BrH:21].C(=O)([O-])O.[Na+]>C(O)C>[O:7]1[CH:5]([CH2:4][CH:3]=[C:2]([CH3:20])[CH3:1])[C:6]1([CH:9]1[CH:10]([O:18][CH3:19])[CH:11]([OH:17])[CH2:12][CH2:13][C:14]1([CH2:15][Br:21])[OH:16])[CH3:8] |f:2.3|. Reported procedure: To a solution of fumagillol (230 mg) in ethanol (2 ml) was added a 5% aqueous solution of hydrobromic acid (1 ml), and the mixture was stirred for one hour at room temperatures. The reaction mixture was neutralized with a saturated aqueous solution of sodium hydrogencarbonate, followed by concentration under reduced pressure. The concentrate was purified by means of a silica gel column chromatography (carrier 10 g, developing solvent: hexane-ethyl acetate=7:3) to afford 2-(1,2-epoxy-1,5-dimethyl... The solvent is CN(C=O)C (dimethylformamide). The reactants are Cl.OC1C(NCC(C1)CO)C (3-hydroxy-5-hydroxymethyl-2-methylpiperidine hydrochloride), ice water, N1=CC=CC=C1 (pyridine), Cl.C(C1=CC=NC=C1)(=O)Cl (isonicotinoyl chloride hydrochloride). Yields the product OCC1CC(C(NC1)C)OC(C1=CC=NC=C1)=O (5-Hydroxymethyl-3-isonicotinoyloxy-2-methylpiperidine). Run at time 16 hour. Reaction SMILES: Cl.[OH:2][CH:3]1[CH2:8][CH:7]([CH2:9][OH:10])[CH2:6][NH:5][CH:4]1[CH3:11].N1C=CC=CC=1.Cl.[C:19](Cl)(=[O:26])[C:20]1[CH:25]=[CH:24][N:23]=[CH:22][CH:21]=1>CN(C)C=O>[OH:10][CH2:9][CH:7]1[CH2:6][NH:5][CH:4]([CH3:11])[CH:3]([O:2][C:19](=[O:26])[C:20]2[CH:25]=[CH:24][N:23]=[CH:22][CH:21]=2)[CH2:8]1 |f:0.1,3.4|. Procedure details: To a solution of 0.9 g. of 3-hydroxy-5-hydroxymethyl-2-methylpiperidine hydrochloride in 10 ml. of pyridine was added to a solution of 0.9 g. of isonicotinoyl chloride hydrochloride in 25 ml. of dimethylformamide under cooling. The resulting mixture was stirred at room temperature for 16 hours. Then, the reaction mixture was poured into ice-water and extracted with chloroform. The extracted was washed with water, dried and the solvent was distilled off to give a crystalline substance. The substa... Reactants: C(C=C)C1=CC=C(C([SiH](C)C)Br)C=C1 (4-allyldimethylsilylbenzyl bromide), OC1=CC=C(CO)C=C1 (4-hydroxybenzyl alcohol), C(=O)([O-])[O-].[K+].[K+] (K2CO3). Reagents/catalysts: [I-].C(CCC)[N+](CCCC)(CCCC)CCCC (tetrabutylammonium iodide). Run in CC(=O)C (acetone). Yields the product C(C=C)C1=CC=C(C(OC2=CC=C(CO)C=C2)[SiH](C)C)C=C1 (4-(4-Allyldimethylsilylbenzyloxy)benzyl Alcohol). The yield is 92.8%. Reaction SMILES: [CH2:1]([C:4]1[CH:14]=[CH:13][C:7]([CH:8](Br)[SiH:9]([CH3:11])[CH3:10])=[CH:6][CH:5]=1)[CH:2]=[CH2:3].[OH:15][C:16]1[CH:23]=[CH:22][C:19]([CH2:20][OH:21])=[CH:18][CH:17]=1.C([O-])([O-])=O.[K+].[K+]>[I-].C([N+](CCCC)(CCCC)CCCC)CCC.CC(C)=O>[CH2:1]([C:4]1[CH:14]=[CH:13][C:7]([CH:8]([SiH:9]([CH3:11])[CH3:10])[O:15][C:16]2[CH:23]=[CH:22][C:19]([CH2:20][OH:21])=[CH:18][CH:17]=2)=[CH:6][CH:5]=1)[CH:2]=[CH2:3] |f:2.3.4,5.6|. Procedure details: A solution of 4-allyldimethylsilylbenzyl bromide (4 Scheme 13, 2.7 g, 10 mmol), 4-hydroxybenzyl alcohol (12.5 g, 10 mmol), tetrabutylammonium iodide (100 mg) and powdered K2CO3 (2.1 g, 15 mmol) in acetone (60 mL) was stirred at 60° C. for 22 h. The precipitated sol was filtered and the filtrate was concentrated. The crude oil was purified by column chromatography (1:3 ethyl acetate/hexanes) to afford a colorless oil (2.9 g, 94%); 1H NMR (300 MHz, CDCl3) δ 0.37 (s, 6 H), 1.84 (d, J=6.30 Hz, 2 H),... The reactants are C(CCC)C=1N(C(=C(N1)N1C=CC=C1)C#N)CC1=CC=C(C=C1)C1=C(C=CC=C1)C1=NN=NN1 (2-butyl-5-cyano-4-(1H-pyrrol-1-yl)-1-[(2'-(1H-tetrazol-5-yl)biphen-4-yl)methyl]-1H-imidazole), [OH-].[Na+] (NaOH), C(CC(O)(C(=O)O)CC(=O)O)(=O)O (citric acid). The product is C(CCC)C=1N(C(=C(N1)N1C=CC=C1)C(=O)O)CC1=CC=C(C=C1)C1=C(C=CC=C1)C1=NN=NN1 (2-Butyl-4-(1H-pyrrol-1-yl)-1-[(2'-(1H-tetrazol-5-yl)biphen-4-yl)methyl]-1H-imidazole-5-carboxylic acid). Reaction SMILES: [CH2:1]([C:5]1[N:6]([CH2:17][C:18]2[CH:23]=[CH:22][C:21]([C:24]3[CH:29]=[CH:28][CH:27]=[CH:26][C:25]=3[C:30]3[NH:34][N:33]=[N:32][N:31]=3)=[CH:20][CH:19]=2)[C:7]([C:15]#N)=[C:8]([N:10]2[CH:14]=[CH:13][CH:12]=[CH:11]2)[N:9]=1)[CH2:2][CH2:3][CH3:4].[OH-:35].[Na+].C(O)(=O)CC(CC(O)=O)(C(O)=O)[OH:40]>>[CH2:1]([C:5]1[N:6]([CH2:17][C:18]2[CH:23]=[CH:22][C:21]([C:24]3[CH:29]=[CH:28][CH:27]=[CH:26][C:25]=3[C:30]3[NH:34][N:33]=[N:32][N:31]=3)=[CH:20][CH:19]=2)[C:7]([C:15]([OH:40])=[O:35])=[C:8]([N:10]2[CH:14]=[CH:13][CH:12]=[CH:11]2)[N:9]=1)[CH2:2][CH2:3][CH3:4] |f:1.2|. Reported procedure: A mixture of 2-butyl-5-cyano-4-(1H-pyrrol-1-yl)-1-[(2'-(1H-tetrazol-5-yl)biphen-4-yl)methyl]-1H-imidazole (Example 15, 1.4 g) and 2N NaOH (75 mL) was heated at reflux for 24 hours. The cooled solution was acidified to pH 3.5 by portionwise addition of citric acid. The resulting precipitate was collected by filtration and rinsed well with water. The solid was then purified by C18 -reversed phase chromatography eluting with acetonitrile water (40:60). The majority of the acetonitrile was evaporate...